Dataset: the Open Reaction Database (ORD), a public repository of structured organic reaction records. Task: describe an organic reaction: reactants, conditions, products, and yield Reaction conditions: temperature 65 celsius, time 5 hour. Reactants: O(C1=CC=CC=C1)C1=CC(=C(OCCCOC=2C=C(C=CC2)S(=O)(=O)N)C=C1)CCC (3-[3-(4-phenoxy-2-propyl phenoxy)propoxy]benzenesulfonamide), C([O-])([O-])=O.[K+].[K+] (potassium carbonate), C1(CCCCC1)N=C=O (cyclohexyl isocyanate). Yields the product C1(CCCCC1)NC(=O)NS(=O)(=O)C1=CC(=CC=C1)OCCCOC1=C(C=C(C=C1)OC1=CC=CC=C1)CCC (N-[(cyclohexylamino)carbonyl]-3-[3-(4-phenoxy-2-propylphenoxy)propoxy]benzenesulfonamide). The solvent is CC(=O)C (acetone). Reported procedure: To a solution of 3-[3-(4-phenoxy-2-propyl phenoxy)propoxy]benzenesulfonamide (0.04 g, 0.0906 mmol) and acetone (3 mL) was added potassium carbonate (0.025 g, 0.181 mmol). To the resulting suspension was added cyclohexyl isocyanate (0.023 mL, 0.181 mmol) dropwise. The reaction suspension was then stirred in a 65° C. oil bath for 5 h. After cooling to room temperature, the reaction was concentrated to a residue. The residue was partitioned between ethyl acetate and water. The ethyl acetate phase w... RXN SMILES: [O:1]([C:8]1[CH:28]=[CH:27][C:11]([O:12][CH2:13][CH2:14][CH2:15][O:16][C:17]2[CH:18]=[C:19]([S:23]([NH2:26])(=[O:25])=[O:24])[CH:20]=[CH:21][CH:22]=2)=[C:10]([CH2:29][CH2:30][CH3:31])[CH:9]=1)[C:2]1[CH:7]=[CH:6][CH:5]=[CH:4][CH:3]=1.C(=O)([O-])[O-].[K+].[K+].[CH:38]1([N:44]=[C:45]=[O:46])[CH2:43][CH2:42][CH2:41][CH2:40][CH2:39]1>CC(C)=O>[CH:38]1([NH:44][C:45]([NH:26][S:23]([C:19]2[CH:20]=[CH:21][CH:22]=[C:17]([O:16][CH2:15][CH2:14][CH2:13][O:12][C:11]3[CH:27]=[CH:28][C:8]([O:1][C:2]4[CH:7]=[CH:6][CH:5]=[CH:4][CH:3]=4)=[CH:9][C:10]=3[CH2:29][CH2:30][CH3:31])[CH:18]=2)(=[O:24])=[O:25])=[O:46])[CH2:43][CH2:42][CH2:41][CH2:40][CH2:39]1 |f:1.2.3|. The reactants are FC=1C=C(C=CC1F)N.FC1=C(C=CC(=C1)N)N (2-fluorobenzene-1,4-diamine 3,4-Difluorobenzenamine), [NH4+].[OH-] (NH4OH). Reaction conditions: temperature 150 celsius. Yields the product FC1=C(C=CC(=C1)N)N (2-fluorobenzene-1,4-diamine). As a reaction SMILES: FC1C=C(N)C=CC=1F.[F:10][C:11]1[CH:16]=[C:15]([NH2:17])[CH:14]=[CH:13][C:12]=1[NH2:18].[NH4+].[OH-]>>[F:10][C:11]1[CH:16]=[C:15]([NH2:17])[CH:14]=[CH:13][C:12]=1[NH2:18] |f:0.1,2.3|. Procedure details: Preparation of 2-fluorobenzene-1,4-diamine 3,4-Difluorobenzenamine (3.0 mL) and NH4OH (15.0 mL) were heated in a sealed tube at 150° C. with vigorous stirring for several hours, forming a solid yellow precipitate. The reaction was filtered, washed with water, and then hexanes to afford 2-fluorobenzene-1,4-diamine as a yellow solid.